From a dataset of the Open Reaction Database (ORD), a public repository of structured organic reaction records. describe an organic reaction: reactants, conditions, products, and yield The reactants are ClC1=NC=C(C(=O)N[C@H](C2=NC=CC=C2C(F)(F)F)C2=CC=C(C=C2)C(F)(F)F)C=C1 ((S)-6-chloro-N-((4-(trifluoromethyl)phenyl)(3-(trifluoromethyl)pyridin-2-yl)methyl)nicotinamide), C(C)NCC (diethylamine), C1CCOC1 (THF), CN(C)C=O (DMF). Conditions: temperature 100 celsius, time 30 minute. Product: CN(C1=NC=C(C(=O)N[C@H](C2=NC=CC=C2C(F)(F)F)C2=CC=C(C=C2)C(F)(F)F)C=C1)C ((S)-6-(Dimethylamino)-N-((4-(trifluoromethyl)phenyl)(3-(trifluoromethyl)pyridin-2-yl)methyl)nicotinamide). RXN SMILES: ClC1[CH:31]=[CH:30][C:5]([C:6]([NH:8][C@@H:9]([C:20]2[CH:25]=[CH:24][C:23]([C:26]([F:29])([F:28])[F:27])=[CH:22][CH:21]=2)[C:10]2[C:15]([C:16]([F:19])([F:18])[F:17])=[CH:14][CH:13]=[CH:12][N:11]=2)=[O:7])=[CH:4][N:3]=1.C(NCC)C.C1COCC1.[CH3:42][N:43]([CH:45]=O)[CH3:44]>>[CH3:44][N:43]([CH3:42])[C:45]1[CH:31]=[CH:30][C:5]([C:6]([NH:8][C@@H:9]([C:20]2[CH:21]=[CH:22][C:23]([C:26]([F:29])([F:27])[F:28])=[CH:24][CH:25]=2)[C:10]2[C:15]([C:16]([F:17])([F:18])[F:19])=[CH:14][CH:13]=[CH:12][N:11]=2)=[O:7])=[CH:4][N:3]=1. Reported procedure: A glass microwave reaction vessel was charged with (S)-6-chloro-N-((4-(trifluoromethyl)phenyl)(3-(trifluoromethyl)pyridin-2-yl)methyl)nicotinamide (50 mg, 0.109 mmol, example 135), DMF (1 mL), and 2 M diethylamine in THF (0.054 mL, 0.109 mmol). The reaction mixture was stirred and heated in a Biotage Initiator at 100° C. for 30 minutes. This was repeated at 150° C. for 30 minutes at a time until LC-MS indicated complete consumption of starting material. The reaction product was purified by rever... The reactants are C(C)(=O)N1C(CC2=CC(=CC=C12)C(C1=CC=CC=C1)=O)=O (1-acetyl-5-benzoyl-2-indolinone), CCOC(C1=CC=CC=C1)(OCC)OCC (triethyl orthobenzoate). Product: C(C)(=O)N1C(C(C2=CC(=CC=C12)C(C1=CC=CC=C1)=O)=C(C1=CC=CC=C1)OCC)=O (1-acetyl-5-benzoyl-3-(ethoxy-phenyl-methylidene)-2-indolinone). Reaction SMILES: [C:1]([N:4]1[C:12]2[C:7](=[CH:8][C:9]([C:13](=[O:20])[C:14]3[CH:19]=[CH:18][CH:17]=[CH:16][CH:15]=3)=[CH:10][CH:11]=2)[CH2:6][C:5]1=[O:21])(=[O:3])[CH3:2].[CH3:22][CH2:23][O:24][C:25](OCC)(OCC)[C:26]1[CH:31]=[CH:30][CH:29]=[CH:28][CH:27]=1>>[C:1]([N:4]1[C:12]2[C:7](=[CH:8][C:9]([C:13](=[O:20])[C:14]3[CH:15]=[CH:16][CH:17]=[CH:18][CH:19]=3)=[CH:10][CH:11]=2)[C:6](=[C:25]([O:24][CH2:23][CH3:22])[C:26]2[CH:31]=[CH:30][CH:29]=[CH:28][CH:27]=2)[C:5]1=[O:21])(=[O:3])[CH3:2]. Procedure: Prepared from 1-acetyl-5-benzoyl-2-indolinone and triethyl orthobenzoate Reactants: C(C1=CC=CC=C1)OC=1C=C(C=O)C=CC1[N+](=O)[O-] (3-benzyloxy-4-nitro-benzaldehyde), C(#N)CP(OCC)(OCC)=O (diethyl cyanomethylphosphonate), [H-].[Na+] (sodium hydride). The solvent is C1CCOC1 (THF), C1CCOC1 (THF), C1CCOC1 (THF). Procedure: 3-Hydroxy-4-nitrobenzaldehyde (2) (4.18 g, 25 mmol) was dissolved in anhydrous DMF (100 mL). To this solution was added benzyl bromide (3.27 mL, 27.5 mmol) and potassium carbonate (3.8 g, 27.5 mmol). The reaction mixture was stirred at room temperature for 18 h, filtered and evaporated. The residue was taken up into ethyl acetate (250 mL) and water (250 mL). The organic layer was washed with brine (50 mL), dried over MgSO4, filtered and evaporated leaving 3-benzyloxy-4-nitro-benzaldehyde (3) as ... The yield is 10.0%. Reaction SMILES: [H-].[Na+].[C:3]([CH2:5]P(=O)(OCC)OCC)#[N:4].[CH2:14]([O:21][C:22]1[CH:23]=[C:24]([CH:27]=[CH:28][C:29]=1[N+:30]([O-:32])=[O:31])[CH:25]=O)[C:15]1[CH:20]=[CH:19][CH:18]=[CH:17][CH:16]=1>C1COCC1>[CH2:14]([O:21][C:22]1[CH:23]=[C:24]([CH:25]=[CH:5][C:3]#[N:4])[CH:27]=[CH:28][C:29]=1[N+:30]([O-:32])=[O:31])[C:15]1[CH:20]=[CH:19][CH:18]=[CH:17][CH:16]=1 |f:0.1|. Yields the product C(C1=CC=CC=C1)OC=1C=C(C=CC1[N+](=O)[O-])C=CC#N (3-(3-benzyloxy-4-nitro-phenyl)-acrylonitrile). Conditions: time 2 hour. The reactants are Amide, NC1=CC=C(C=C1)C=1SC2=C(N1)C=CC(=C2)C.ClCCCl (1,2-dichloroethane 2-(4-aminophenyl)-6-methylbenzothiazole), [N+](=O)([O-])C1=CC=C(C(=O)Cl)C=C1 (4-nitrobenzoyl chloride). Reported procedure: Prepared as described in the Amide Coupling section using 1,2-dichloroethane 2-(4-aminophenyl)-6-methylbenzothiazole (2.5 g, 10.4 mmol) and 4-nitrobenzoyl chloride (2.12 g, 11.4 mmol) in dry pyridine (30 ml) to give the title compound (4.0 g, 99%) as small tan-coloured needles after recrystallisation from DMF/water. The product is [N+](=O)([O-])C1=CC=C(C(=O)NC2=CC=C(C=C2)C=2SC3=C(N2)C=CC(=C3)C)C=C1 (4-Nitro-N-[4-(6-methylbenzothiazol-2-yl)-phenyl]-benzamide). RXN SMILES: [NH2:1][C:2]1[CH:7]=[CH:6][C:5]([C:8]2[S:9][C:10]3[CH:16]=[C:15]([CH3:17])[CH:14]=[CH:13][C:11]=3[N:12]=2)=[CH:4][CH:3]=1.ClCCCl.[N+:22]([C:25]1[CH:33]=[CH:32][C:28]([C:29](Cl)=[O:30])=[CH:27][CH:26]=1)([O-:24])=[O:23]>N1C=CC=CC=1>[N+:22]([C:25]1[CH:26]=[CH:27][C:28]([C:29]([NH:1][C:2]2[CH:3]=[CH:4][C:5]([C:8]3[S:9][C:10]4[CH:16]=[C:15]([CH3:17])[CH:14]=[CH:13][C:11]=4[N:12]=3)=[CH:6][CH:7]=2)=[O:30])=[CH:32][CH:33]=1)([O-:24])=[O:23] |f:0.1|. Run in N1=CC=CC=C1 (pyridine). The yield is 98.8%. Starting materials: N(=[N+]=[N-])[C@H]1[C@@H](C(N1)=O)NC(C1=CC=CC=C1)(C1=CC=CC=C1)C1=CC=CC=C1 ((3S,4S)-4-azido-3-tritylamino-2-azetidinone), C(CC)(=O)OCC (ethyl propionate). Solvent: C1(=CC=CC=C1)C (toluene). Product: C(C)OC(=O)C=1N=NN(C1)[C@H]1[C@@H](C(N1)=O)NC(C1=CC=CC=C1)(C1=CC=CC=C1)C1=CC=CC=C1 ((3S,4S)-4-[4-(ethoxycarbonyl)-1,2,3-triazol-1-yl]-3-tritylamino-2-azetidinone). Isolated yield 51.4%. RXN SMILES: [N:1]([C@@H:4]1[NH:7][C:6](=[O:8])[C@H:5]1[NH:9][C:10]([C:23]1[CH:28]=[CH:27][CH:26]=[CH:25][CH:24]=1)([C:17]1[CH:22]=[CH:21][CH:20]=[CH:19][CH:18]=1)[C:11]1[CH:16]=[CH:15][CH:14]=[CH:13][CH:12]=1)=[N+:2]=[N-:3].[C:29]([O:33][CH2:34][CH3:35])(=[O:32])[CH2:30][CH3:31]>C1(C)C=CC=CC=1>[CH2:34]([O:33][C:29]([C:30]1[N:3]=[N:2][N:1]([C@@H:4]2[NH:7][C:6](=[O:8])[C@H:5]2[NH:9][C:10]([C:17]2[CH:18]=[CH:19][CH:20]=[CH:21][CH:22]=2)([C:11]2[CH:12]=[CH:13][CH:14]=[CH:15][CH:16]=2)[C:23]2[CH:28]=[CH:27][CH:26]=[CH:25][CH:24]=2)[CH:31]=1)=[O:32])[CH3:35]. Reported procedure: To a solution of 2.0 g of (3S,4S)-4-azido-3-tritylamino-2-azetidinone in 40 ml of toluene is added 1.33 g of ethyl propionate, and the mixture is refluxed for one hour and then cooled. The resulting crystalline is collected by filtration and dried to give 1.3 g of (3S,4S)-4-[4-(ethoxycarbonyl)-1,2,3-triazol-1-yl]-3-tritylamino-2-azetidinone. The reactants are CN(C)C=O, N=C(Nc1c(Cl)cc(C(F)(F)F)cc1Cl)C(F)(F)C(F)(F)F, COC(=O)Cl, [H-], [Na+], O. Yields the product COC(=O)NC(=Nc1c(Cl)cc(C(F)(F)F)cc1Cl)C(F)(F)C(F)(F)F. Reaction SMILES: [CH3:31][N:32]([CH3:33])[CH:34]=[O:35].[Cl:1][c:2]1[c:3]([NH:13][C:14]([C:15]([C:16]([F:17])([F:18])[F:19])([F:20])[F:21])=[NH:22])[c:4]([Cl:12])[cH:5][c:6]([C:8]([F:9])([F:10])[F:11])[cH:7]1.[Cl:25][C:26](=[O:27])[O:28][CH3:29].[H-:23].[Na+:24].[OH2:30]>>[Cl:1][c:2]1[c:3]([N:13]=[C:14]([C:15]([C:16]([F:17])([F:18])[F:19])([F:20])[F:21])[NH:22][C:26](=[O:27])[O:28][CH3:29])[c:4]([Cl:12])[cH:5][c:6]([C:8]([F:9])([F:10])[F:11])[cH:7]1.